Dataset: the Open Reaction Database (ORD), a public repository of structured organic reaction records. Task: describe an organic reaction: reactants, conditions, products, and yield The reactants are BrC=1C=C(C=C(C1OC1=NC(=NC(=C1[N+](=O)[O-])Cl)C)OC)C(O)(C)C (3-bromo-5-methoxy-α,α-dimethyl-4-[[6-chloro-2-methyl-5-nitro-4-pyrimidinyl]oxy]benzenemethanol), C([O-])([O-])=O.[K+].[K+] (potassium carbonate), CCCC(CCC)N (4-heptylamine). Solvent: O1CCOCC1 (1,4-dioxane). Run at time 2 hour. Product: BrC=1C=C(C=C(C1OC1=NC(=NC(=C1[N+](=O)[O-])NC(CCC)CCC)C)OC)C(O)(C)C (3-Bromo-5-methoxy-α,α-dimethyl-4-[[2-methyl-5-nitro-6-[(1-propylbutyl)amino]-4-pyrimidinyl]oxy]benzenemethanol). As a reaction SMILES: [Br:1][C:2]1[CH:3]=[C:4]([C:22]([CH3:25])([CH3:24])[OH:23])[CH:5]=[C:6]([O:20][CH3:21])[C:7]=1[O:8][C:9]1[C:14]([N+:15]([O-:17])=[O:16])=[C:13](Cl)[N:12]=[C:11]([CH3:19])[N:10]=1.C(=O)([O-])[O-].[K+].[K+].[CH3:32][CH2:33][CH2:34][CH:35]([NH2:39])[CH2:36][CH2:37][CH3:38]>O1CCOCC1>[Br:1][C:2]1[CH:3]=[C:4]([C:22]([CH3:25])([CH3:24])[OH:23])[CH:5]=[C:6]([O:20][CH3:21])[C:7]=1[O:8][C:9]1[C:14]([N+:15]([O-:17])=[O:16])=[C:13]([NH:39][CH:35]([CH2:36][CH2:37][CH3:38])[CH2:34][CH2:33][CH3:32])[N:12]=[C:11]([CH3:19])[N:10]=1 |f:1.2.3|. Reported procedure: To a solution of 3-bromo-5-methoxy-α,α-dimethyl-4-[[6-chloro-2-methyl-5-nitro-4-pyrimidinyl]oxy]benzenemethanol (1.88 g) in anhydrous 1,4-dioxane (50 mL) with 0.50 g of potassium carbonate, 4-heptylamine (1.00 mL) was added and the solution was stirred at room temperature for 2 hours. The solvent was removed under reduced pressure and the residue was taken up in water and extracted with methylene chloride. The extracts were combined and dried over MgSO4. The solvent was removed under reduced pre... Reactants: C(C1=CC=CC=C1)OC=1C=C(C(=O)NCC#C)C=C(C1Br)OC (3-(benzyloxy)-4-bromo-5-methoxy-N-(prop-2-yn-1-yl)benzamide), [H-].[Na+] (sodium hydride). Run in O1CCOCC1 (dioxane). The product is C(C1=CC=CC=C1)OC=1C=C(C=C(C1Br)OC)C=1OC(=CN1)C (2-(3-(benzyloxy)-4-bromo-5-methoxyphenyl)-5-methyloxazole). Isolated yield 43.4%. RXN SMILES: [CH2:1]([O:8][C:9]1[CH:10]=[C:11]([CH:18]=[C:19]([O:22][CH3:23])[C:20]=1[Br:21])[C:12]([NH:14][CH2:15][C:16]#[CH:17])=[O:13])[C:2]1[CH:7]=[CH:6][CH:5]=[CH:4][CH:3]=1.[H-].[Na+]>O1CCOCC1>[CH2:1]([O:8][C:9]1[CH:10]=[C:11]([C:12]2[O:13][C:16]([CH3:17])=[CH:15][N:14]=2)[CH:18]=[C:19]([O:22][CH3:23])[C:20]=1[Br:21])[C:2]1[CH:7]=[CH:6][CH:5]=[CH:4][CH:3]=1 |f:1.2|. Reported procedure: To a solution of 3-(benzyloxy)-4-bromo-5-methoxy-N-(prop-2-yn-1-yl)benzamide (0.455 g, 1.22 mmol) in dioxane (12 mL) was added sodium hydride (60% wt, 0.146 g, 3.65 mmol) and the mixture was heated at reflux for six hours. The mixture was cooled to room temperature, quenched by slow addition of water, and diluted with ethyl acetate. The mixture was washed with water, saturated sodium bicarbonate, brine, then dried over magnesium sulfate and concentrated. Flash column chromatography (12 g silica,... The reactants are [H-].[H-].[H-].[H-].[Li+].[Al+3] (LAH), [OH-].[Na+] (NaOH), O (water), N(=[N+]=[N-])C(CC(=O)N(C)CC)(C)C (3-Azido-N-ethyl-N,3-dimethylbutanamide), O (water). The solvent is C1CCOC1 (THF), C1CCOC1 (THF). Conditions: temperature 70 celsius, time 10 minute. Product: C(C)N(CCC(C)(N)C)C (N1-Ethyl-N1,3-dimethylbutane-1,3-diamine). RXN SMILES: [N:1]([C:4]([CH3:13])([CH3:12])[CH2:5][C:6]([N:8]([CH2:10][CH3:11])[CH3:9])=O)=[N+]=[N-].[H-].[H-].[H-].[H-].[Li+].[Al+3].O.[OH-].[Na+]>C1COCC1>[CH2:10]([N:8]([CH3:9])[CH2:6][CH2:5][C:4]([CH3:13])([NH2:1])[CH3:12])[CH3:11] |f:1.2.3.4.5.6,8.9|. Reported procedure: 3-Azido-N-ethyl-N,3-dimethylbutanamide (5.09 g, 27.6 mmol) was dissolved into anhydrous THF (50 mL) and added dropwise to a suspension of LAH (2.10 g, 2.0 equiv, 55.2 mmol) in anhydrous THF (100 mL) to maintain the reaction at reflux (30 min). After complete addition, the flask was fitted with a condenser and the reaction heated in a 70° C. oil bath for 8 h. The reaction mixture was cooled in an ice bath and water (2.1 mL) was added dropwise over 20 min. Then 15% NaOH solution (2.1 mL) was added...